Dataset: the Open Reaction Database (ORD), a public repository of structured organic reaction records. Task: describe an organic reaction: reactants, conditions, products, and yield The solvent is O1CCOCC1 (dioxane). Procedure: Grams 4.6 of 2-methylthio-4-chloropyrimidine-5-carboxylic acid ethyl ester and 6.4 g of 1-(2,3-dihydroxypropyl)piperazine in 50 ml dioxane were refluxed for 30 minutes. The mixture was cooled and settled, then the solvent was evaporated and the dried residue purified on column eluting with chloroform:methanol (9:1). Grams 4.8 of 2-methylthio-4-[4-(2,3-dihydroxypropyl)piperazin-1-yl]pyrimidine-5-carboxylic acid ethyl ester as an oil, were obtained. Yields the product C(C)OC(=O)C=1C(=NC(=NC1)SC)N1CCN(CC1)CC(CO)O (2-methylthio-4-[4-(2,3-dihydroxypropyl)piperazin-1-yl]pyrimidine-5-carboxylic acid ethyl ester). As a reaction SMILES: [CH2:1]([O:3][C:4]([C:6]1[C:7](Cl)=[N:8][C:9]([S:12][CH3:13])=[N:10][CH:11]=1)=[O:5])[CH3:2].[OH:15][CH:16]([CH2:24][OH:25])[CH2:17][N:18]1[CH2:23][CH2:22][NH:21][CH2:20][CH2:19]1>O1CCOCC1>[CH2:1]([O:3][C:4]([C:6]1[C:7]([N:21]2[CH2:20][CH2:19][N:18]([CH2:17][CH:16]([OH:15])[CH2:24][OH:25])[CH2:23][CH2:22]2)=[N:8][C:9]([S:12][CH3:13])=[N:10][CH:11]=1)=[O:5])[CH3:2]. The reactants are C(C)OC(=O)C=1C(=NC(=NC1)SC)Cl (2-methylthio-4-chloropyrimidine-5-carboxylic acid ethyl ester), OC(CN1CCNCC1)CO (1-(2,3-dihydroxypropyl)piperazine). The product is C1CN2CC1C(C2)C3=NC(=NO3)N (oxadiazole). Procedure details: First, 10.31 g (57.53 mmol) of 4-Dimethylaminobenzhydrazide and then 100 ml of dehydrated pyridine are put in a three neck flask (capacity: 500 ml). Next, a cooling tube is attached to the mouth of the flask and N2 gas is installed inside. 4-Dimethylaminobenzhydrazide was dissolved in the pyridine by mixing at a room temperature. Further, 6.26 g (30.83 mmol) of Isophthaloyl Chloride was added to the system of reaction from a side tube of the three neck flask, and for 8 hours the pyridine was ref... The reactants are CN(C1=CC=C(C(=O)NN)C=C1)C (4-Dimethylaminobenzhydrazide), C(C1=CC(C(=O)Cl)=CC=C1)(=O)Cl (Isophthaloyl Chloride), N1=CC=CC=C1 (pyridine), N#N (N2), CN(C1=CC=C(C(=O)NN)C=C1)C (4-Dimethylaminobenzhydrazide), N1=CC=CC=C1 (pyridine), N1=CC=CC=C1 (pyridine). As a reaction SMILES: C[N:2]([CH3:13])[C:3]1[CH:12]=[CH:11][C:6]([C:7]([NH:9]N)=[O:8])=[CH:5]C=1.[N:14]#N.C(Cl)(=O)C1C=CC=C(C(Cl)=O)C=1.[N:28]1[CH:33]=CC=CC=1>>[CH2:12]1[CH:11]2[CH:6]([C:7]3[O:8][N:14]=[C:33]([NH2:28])[N:9]=3)[CH2:5][N:2]([CH2:13]2)[CH2:3]1. Reactants: CCN(CC)CCBr, Br, O=C([O-])O, CC#N, CCOC(C)=O, O=C(O)c1ccc(CCCC2C(Cl)CC(O)C2CCc2cc(Cl)cc(Cl)c2)s1, [K+], O. Product: CCN(CC)CCOC(=O)c1ccc(CCCC2C(Cl)CC(O)C2CCc2cc(Cl)cc(Cl)c2)s1. Reaction SMILES: [Br:35][CH2:36][CH2:37][N:38]([CH2:39][CH3:40])[CH2:41][CH3:42].[BrH:34].[C:29](=[O:30])([OH:31])[O-:32].[CH3:43][C:44]#[N:45].[CH3:47][CH2:48][O:49][C:50]([CH3:51])=[O:52].[Cl:1][CH:2]1[CH2:3][CH:4]([OH:28])[CH:5]([CH2:18][CH2:19][c:20]2[cH:21][c:22]([Cl:27])[cH:23][c:24]([Cl:26])[cH:25]2)[CH:6]1[CH2:7][CH2:8][CH2:9][c:10]1[cH:11][cH:12][c:13]([C:15](=[O:16])[OH:17])[s:14]1.[K+:33].[OH2:46]>>[Cl:1][CH:2]1[CH2:3][CH:4]([OH:28])[CH:5]([CH2:18][CH2:19][c:20]2[cH:21][c:22]([Cl:27])[cH:23][c:24]([Cl:26])[cH:25]2)[CH:6]1[CH2:7][CH2:8][CH2:9][c:10]1[cH:11][cH:12][c:13]([C:15](=[O:16])[O:17][CH2:36][CH2:37][N:38]([CH2:39][CH3:40])[CH2:41][CH3:42])[s:14]1.